This data is from the Open Reaction Database (ORD), a public repository of structured organic reaction records. The task is: describe an organic reaction: reactants, conditions, products, and yield Starting materials: C(=C)N1C(CCC1)=O (N-vinyl-2-pyrrolidone), N(=NC(C#N)(C)C)C(C#N)(C)C (azobisisobutyronitrile), C(=C)N1C(CCC1)=O (N-vinyl-2-pyrrolidone), C1(\C=C/C(=O)O1)=O (maleic anhydride). Run in O1CCOCC1 (dioxane), O1CCOCC1 (dioxane), petroleum ether. Conditions: temperature 80 celsius. Product: C(=C)N1C(CCC1)=O.C1(\C=C/C(=O)O1)=O (N-vinyl-2-pyrrolidone maleic anhydride). As a reaction SMILES: [C:1]1(=[O:7])[O:6][C:4](=[O:5])[CH:3]=[CH:2]1.[CH:8]([N:10]1[CH2:14][CH2:13][CH2:12][C:11]1=[O:15])=[CH2:9].N(C(C)(C)C#N)=NC(C)(C)C#N>O1CCOCC1>[CH:8]([N:10]1[CH2:14][CH2:13][CH2:12][C:11]1=[O:15])=[CH2:9].[C:4]1(=[O:5])[O:6][C:1](=[O:7])[CH:2]=[CH:3]1 |f:4.5|. Reported procedure: Copoly(N-vinyl-2-pyrrolidone/maleic anhydride was prepared as follows. About 7.8 g of maleic anhydride was added to about 85 ml of dioxane in a flask equipped with a reflux condenser, mechanical stirrer, and nitrogen inlet. The flask and its contents were heated to about 80° C. About 7.06 g of N-vinyl-2-pyrrolidone and about 0.96 g azobisisobutyronitrile were dissolved in about 50 ml of dioxane. About 15 ml aliquots of the N-vinyl-2-pyrrolidone solution were added to the contents of the flask at... Reactants: CCOC(=O)CCn1ncc2cc(-c3noc(-c4ccc(OC(C)C)c(C#N)c4)n3)ccc21, C1CCOC1, CCO, [Na+], [OH-]. The product is CC(C)Oc1ccc(-c2nc(-c3ccc4c(cnn4CCC(=O)O)c3)no2)cc1C#N. Reaction SMILES: [C:1](#[N:2])[c:3]1[cH:4][c:5](-[c:13]2[n:14][c:15](-[c:18]3[cH:19][c:20]4[cH:21][n:22][n:23]([CH2:27][CH2:28][C:29](=[O:30])[O:31][CH2:32][CH3:33])[c:24]4[cH:25][cH:26]3)[n:16][o:17]2)[cH:6][cH:7][c:8]1[O:9][CH:10]([CH3:11])[CH3:12].[CH2:39]1[O:40][CH2:41][CH2:42][CH2:43]1.[CH3:36][CH2:37][OH:38].[Na+:35].[OH-:34]>>[C:1](#[N:2])[c:3]1[cH:4][c:5](-[c:13]2[n:14][c:15](-[c:18]3[cH:19][c:20]4[cH:21][n:22][n:23]([CH2:27][CH2:28][C:29](=[O:30])[OH:31])[c:24]4[cH:25][cH:26]3)[n:16][o:17]2)[cH:6][cH:7][c:8]1[O:9][CH:10]([CH3:11])[CH3:12]. Reactants: ClC1=C(C(=CC=C1)Cl)C1=CC2=C(N=C(N=C2)S(=O)(=O)C)N(C1=O)C (6-(2,6-Dichlorophenyl)-2-methanesulfonyl-8-methyl-8H-pyrido[2,3-d]pyrimidin-7-one), COC1=CC=C(N)C=C1 (4-methoxyaniline). Run at temperature 180 celsius. Product: ClC1=C(C(=CC=C1)Cl)C1=CC2=C(N=C(N=C2)NC2=CC=C(C=C2)OC)N(C1=O)C (6-(2,6-Dichlorophenyl)-2-(4-methoxyphenylamino)-8-methyl-8H-pyrido[2,3-d]pyrimidin-7-one). As a reaction SMILES: [Cl:1][C:2]1[CH:7]=[CH:6][CH:5]=[C:4]([Cl:8])[C:3]=1[C:9]1[C:22](=[O:23])[N:21]([CH3:24])[C:12]2[N:13]=[C:14](S(C)(=O)=O)[N:15]=[CH:16][C:11]=2[CH:10]=1.[CH3:25][O:26][C:27]1[CH:33]=[CH:32][C:30]([NH2:31])=[CH:29][CH:28]=1>>[Cl:1][C:2]1[CH:7]=[CH:6][CH:5]=[C:4]([Cl:8])[C:3]=1[C:9]1[C:22](=[O:23])[N:21]([CH3:24])[C:12]2[N:13]=[C:14]([NH:31][C:30]3[CH:32]=[CH:33][C:27]([O:26][CH3:25])=[CH:28][CH:29]=3)[N:15]=[CH:16][C:11]=2[CH:10]=1. Procedure details: A mixture of 0.113 g (0.29 mmol) of 6-(2,6-dichlorophenyl)-2-methanesulfonyl-8-methyl-8H-pyrido[2,3-d]pyrimidin-7-one of Example 39 and 0.50 g (4.10 mmol) of 4-methoxyaniline was heated, with stirring, in a 180° C. oil bath. The resulting solution was heated for 10 minutes. Much of the excess aniline was evaporated at reduced pressure. The remainder was dissolved in 2 mL of ethyl acetate. The crystals that separated from the dark solution were filtered and washed with 2 mL of ethyl acetate, wt 0... Starting materials: COC(=O)c1ccc(-c2c(C)cc(C)cc2C)cc1, CC(C)O, Cl, [Li+], [OH-], O. Yields the product Cc1cc(C)c(-c2ccc(C(=O)O)cc2)c(C)c1. As a reaction SMILES: [CH3:1][c:2]1[c:3](-[c:10]2[cH:11][cH:12][c:13]([C:14](=[O:15])[O:16][CH3:17])[cH:18][cH:19]2)[c:4]([CH3:9])[cH:5][c:6]([CH3:8])[cH:7]1.[CH:23]([OH:24])([CH3:25])[CH3:26].[ClH:22].[Li+:20].[OH-:21].[OH2:27]>>[CH3:1][c:2]1[c:3](-[c:10]2[cH:11][cH:12][c:13]([C:14](=[O:15])[OH:16])[cH:18][cH:19]2)[c:4]([CH3:9])[cH:5][c:6]([CH3:8])[cH:7]1. Starting materials: COC(CCN1[C@H](CCC1)COC1=CC=C(C=C1)OC1=CC=C(C=C1)Cl)=O (3-{(R)-2-[4-(4-Chloro-phenoxy)-phenoxymethyl]-pyrrolidin-1-yl}-propionic acid methyl ester), Cl.O1CCOCC1 (HCl dioxane). Product: Cl.ClC1=CC=C(OC2=CC=C(OC[C@@H]3N(CCC3)CCC(=O)O)C=C2)C=C1 (3-{(R)-2-[4-(4-Chloro-phenoxy)-phenoxymethyl]-pyrrolidin-1-yl}-propionic acid hydrochloride). The yield is 122.0%. As a reaction SMILES: C[O:2][C:3](=[O:27])[CH2:4][CH2:5][N:6]1[CH2:10][CH2:9][CH2:8][C@@H:7]1[CH2:11][O:12][C:13]1[CH:18]=[CH:17][C:16]([O:19][C:20]2[CH:25]=[CH:24][C:23]([Cl:26])=[CH:22][CH:21]=2)=[CH:15][CH:14]=1.Cl.O1CCOCC1>>[ClH:26].[Cl:26][C:23]1[CH:24]=[CH:25][C:20]([O:19][C:16]2[CH:15]=[CH:14][C:13]([O:12][CH2:11][C@H:7]3[CH2:8][CH2:9][CH2:10][N:6]3[CH2:5][CH2:4][C:3]([OH:27])=[O:2])=[CH:18][CH:17]=2)=[CH:21][CH:22]=1 |f:1.2,3.4|. Reported procedure: Following the general procedure for Example 18, the product from step 1 (0.62 g, 1.59 mmol) was treated with a 1:1 mixture of concentrated HCl/dioxane (28 mL) to afford the title compound (0.40 g, 68%) as a white solid. Reactants: N[C@@H](CC1=CC=CC=C1)C(=O)O (L-phenylalanine), CO (methanol), Cl (hydrochloric acid), S(O)(O)(=O)=O (sulfuric acid). Reaction conditions: time 8 hour. Product: S(=O)(=O)(O)O.COC([C@@H](N)CC1=CC=CC=C1)=O (L-phenylalanine methyl ester sulfate). Yield: 66.7%. Reaction SMILES: [NH2:1][C@H:2]([C:10]([OH:12])=[O:11])[CH2:3][C:4]1[CH:9]=[CH:8][CH:7]=[CH:6][CH:5]=1.Cl.[S:14](=[O:18])(=[O:17])([OH:16])[OH:15].[CH3:19]O>>[S:14]([OH:18])([OH:17])(=[O:16])=[O:15].[CH3:19][O:11][C:10](=[O:12])[C@H:2]([CH2:3][C:4]1[CH:9]=[CH:8][CH:7]=[CH:6][CH:5]=1)[NH2:1] |f:4.5|. Reported procedure: The same esterification procedure as in Example 1 was followed with the exception that 165.2 g of L-phenylalanine and 165.2 g of methanol were used and that the hydrochloric acid was replaced with 120.1 g of 98% sulfuric acid. The reaction was conducted at 60° C. for 8 hours, followed by cooling in order to deposit the crystals, which were collected by filtration and then dried to obtain 184.9 g (63.8% yield) of L-phenylalanine methyl ester sulfate having a purity of 95.7% and containing 0.3% of... The reactants are O=C([O-])[O-], C1COCCO1, CCOC(=O)c1cc2cccnc2n(-c2ccc(OC)nc2)c1=O, [K+], [K+], O. The product is COc1ccc(-n2c(=O)c(C(=O)O)cc3cccnc32)cn1. Reaction SMILES: [C:25](=[O:26])([O-:27])[O-:28].[CH2:32]1[O:33][CH2:34][CH2:35][O:36][CH2:37]1.[CH3:1][O:2][c:3]1[cH:4][cH:5][c:6](-[n:9]2[c:10](=[O:24])[c:11]([C:19](=[O:20])[O:21][CH2:22][CH3:23])[cH:12][c:13]3[cH:14][cH:15][cH:16][n:17][c:18]23)[cH:7][n:8]1.[K+:29].[K+:30].[OH2:31]>>[CH3:1][O:2][c:3]1[cH:4][cH:5][c:6](-[n:9]2[c:10](=[O:24])[c:11]([C:19](=[O:20])[OH:21])[cH:12][c:13]3[cH:14][cH:15][cH:16][n:17][c:18]23)[cH:7][n:8]1. The reactants are BrC=1C=C2C(=NNC2=CC1)Cl (5-bromo-3-chloro-1H-indazole), C(C)OC(C=C(C1=CC=CC=C1)C1=C2C=CNC2=C(C=C1)OC)=O (3-(7-Methoxy-1H-Indol-4-yl)-3-phenyl-acrylic acid ethyl ester). Yields the product C(C)OC(C=C(C1=CC=CC=C1)C=1C=C2C(=NNC2=CC1)Cl)=O (3-(3-Chloro-1H-indazol-5-yl)-3-phenyl-acrylic acid ethyl ester). RXN SMILES: Br[C:2]1[CH:3]=[C:4]2[C:8](=[CH:9][CH:10]=1)[NH:7][N:6]=[C:5]2[Cl:11].[CH2:12]([O:14][C:15](=[O:35])[CH:16]=[C:17](C1C=CC(OC)=C2C=1C=CN2)[C:18]1[CH:23]=[CH:22][CH:21]=[CH:20][CH:19]=1)[CH3:13]>>[CH2:12]([O:14][C:15](=[O:35])[CH:16]=[C:17]([C:2]1[CH:3]=[C:4]2[C:8](=[CH:9][CH:10]=1)[NH:7][N:6]=[C:5]2[Cl:11])[C:18]1[CH:23]=[CH:22][CH:21]=[CH:20][CH:19]=1)[CH3:13]. Procedure details: 3-(3-Chloro-1H-indazol-5-yl)-3-phenyl-acrylic acid ethyl ester CCXV was prepared from 5-bromo-3-chloro-1H-indazole using the procedure described for preparation of 3-(7-Methoxy-1H-Indol-4-yl)-3-phenyl-acrylic acid ethyl ester LIII (Example 13). The reactants are O (water), ClC1=CC=C(C=C1)C1(OC1)C(CC1=CC=C(C=C1)Cl)(C)C (2-(4-chlorophenyl)-2-(4-chlorophenyl-tert.-butyl)-oxirane), N1C(=NC=C1)[Na] (imidazolyl-sodium). The solvent is C(CC)O (n-propanol), C(CC)O (n-propanol). Yields the product ClC1=CC=C(C=C1)C(CN1C=NC=C1)(C(CC1=CC=C(C=C1)Cl)(C)C)O (2,4-bis(4-chlorophenyl)-3,3-dimethyl-1-(imidazol-1-yl)-butan-2-ol). Yield: 34.9%. RXN SMILES: [Cl:1][C:2]1[CH:7]=[CH:6][C:5]([C:8]2([C:11]([CH3:21])([CH3:20])[CH2:12][C:13]3[CH:18]=[CH:17][C:16]([Cl:19])=[CH:15][CH:14]=3)[CH2:10][O:9]2)=[CH:4][CH:3]=1.[NH:22]1[CH:26]=[CH:25][N:24]=[C:23]1[Na].O>C(O)CC>[Cl:1][C:2]1[CH:7]=[CH:6][C:5]([C:8]([OH:9])([C:11]([CH3:21])([CH3:20])[CH2:12][C:13]2[CH:18]=[CH:17][C:16]([Cl:19])=[CH:15][CH:14]=2)[CH2:10][N:22]2[CH:26]=[CH:25][N:24]=[CH:23]2)=[CH:4][CH:3]=1. Procedure details: 30 g (0.0935 mol) of 2-(4-chlorophenyl)-2-(4-chlorophenyl-tert.-butyl)-oxirane in 40 ml of n-propanol are added dropwise to a solution of 7.7 g (0.108 mol) of imidazolyl-sodium in 60 ml of n-propanol at the reflux temperature. The reaction mixture is stirred under reflux for a further 48 hours and cooled, water is added, and the mixture is extracted with methylene chloride. The organic phase is dried over sodium sulphate and concentrated in vacuo. The oily residue is stirred in diisopropyl ether... The reactants are BrC1=C(C(=CC(=C1)C=1C=NC=CC1)[N+](=O)[O-])N (2-bromo-6-nitro-4-pyridin-3-yl-phenylamine), [Br-] (bromide). The reagents and catalysts are C=1C=CC(=CC1)[P](C=2C=CC=CC2)(C=3C=CC=CC3)[Pd]([P](C=4C=CC=CC4)(C=5C=CC=CC5)C=6C=CC=CC6)([P](C=7C=CC=CC7)(C=8C=CC=CC8)C=9C=CC=CC9)[P](C=1C=CC=CC1)(C=1C=CC=CC1)C=1C=CC=CC1 (tetrakis(triphenylphosphine)palladium). Run in C1CCOC1 (THF). Reaction conditions: temperature 100 celsius. Yields the product [N+](=O)([O-])C1=C(C(=CC(=C1)C=1C=NC=CC1)C1=NC=CC=C1)N (2-Nitro-6-pyridin-2-yl-4-pyridin-3-yl-phenylamine). The yield is 150.9%. Reaction SMILES: Br[C:2]1[CH:7]=[C:6]([C:8]2[CH:9]=[N:10][CH:11]=[CH:12][CH:13]=2)[CH:5]=[C:4]([N+:14]([O-:16])=[O:15])[C:3]=1[NH2:17].[Br-]>C1COCC1.C1C=CC([P]([Pd]([P](C2C=CC=CC=2)(C2C=CC=CC=2)C2C=CC=CC=2)([P](C2C=CC=CC=2)(C2C=CC=CC=2)C2C=CC=CC=2)[P](C2C=CC=CC=2)(C2C=CC=CC=2)C2C=CC=CC=2)(C2C=CC=CC=2)C2C=CC=CC=2)=CC=1>[N+:14]([C:4]1[CH:5]=[C:6]([C:8]2[CH:9]=[N:10][CH:11]=[CH:12][CH:13]=2)[CH:7]=[C:2]([C:9]2[CH:8]=[CH:13][CH:12]=[CH:11][N:10]=2)[C:3]=1[NH2:17])([O-:16])=[O:15] |^1:27,29,48,67|. Procedure details: A mixture of 2-bromo-6-nitro-4-pyridin-3-yl-phenylamine (100 mg, 1 eq), 2-pyridylznic bromide (6 eq) and tetrakis(triphenylphosphine)palladium (0.1 eq) in THF (10 mL) was heated at 100° C. for 18 hours. The reaction was quenched with water (2 mL). The product was extracted with EtOAc (20×3). The combined organic layer was then concentrated in vacuo and the residue was purified by chromatography (Silica Gel, EtOAC) to afford the title compound (75 mg) as a yellow solid. (M+1) 293.